From a dataset of the Open Reaction Database (ORD), a public repository of structured organic reaction records. describe an organic reaction: reactants, conditions, products, and yield The reactants are Cl.CC1=C(SC=2N1CC(CN2)(C)C)C(=O)OC(C)(C)C (tert-Butyl 3,6,6-trimethyl-6,7-dihydro-5H-thiazolo[3,2-a]-pyrimidine-2-carboxylate hydrochloride). Run in Cl (hydrochloric acid). Run at time 7 hour. Product: Cl.CC1=C(SC=2N1CC(CN2)(C)C)C(=O)O (3,6,6-Trimethyl-6,7-dihydro-5H-thiazolo[3,2-a]pyrimidine-2-carboxylic acid hydrochloride). The yield is 78.9%. RXN SMILES: [ClH:1].[CH3:2][C:3]1[N:7]2[CH2:8][C:9]([CH3:13])([CH3:12])[CH2:10][N:11]=[C:6]2[S:5][C:4]=1[C:14]([O:16]C(C)(C)C)=[O:15]>Cl>[ClH:1].[CH3:2][C:3]1[N:7]2[CH2:8][C:9]([CH3:12])([CH3:13])[CH2:10][N:11]=[C:6]2[S:5][C:4]=1[C:14]([OH:16])=[O:15] |f:0.1,3.4|. Procedure: In 100 ml of 2N hydrochloric acid was suspended 2.0 g of tert-butyl 3,6,6-trimethyl-6,7-dihydro-5H-thiazolo[3,2-a]-pyrimidine-2-carboxylate hydrochloride obtained in Example 119, followed by stirring at room temperature for 7 hours. The precipitated crystals were collected by filtration and washed with diethylether and acetone to obtain 1.3 g of the titled compound. Starting materials: solid, BrC1=CC(=CC=2C(=C3N(C12)CCNC3=O)C)Cl (6-bromo-8-chloro-10-methyl-3,4-dihydro-2H-pyrazino[1,2-a]indol-1-one), BrC1=CC(=CC=2C(=C3N(C12)CCNC3=O)C)Cl (6-bromo-8-chloro-10-methyl-3,4-dihydro-2H-pyrazino[1,2-a]indol-1-one), FC1=CC=C(C=N1)B(O)O (6-fluoro-pyridin-3-ylboronic acid). Yields the product ClC1=CC=2C(=C3N(C2C(=C1)C=1C=NC(=CC1)F)CCNC3=O)C (8-Chloro-6-(6-fluoro-pyridin-3-yl)-10-methyl-3,4-dihydro-2H-pyrazino[1,2-a]indol-1-one). As a reaction SMILES: Br[C:2]1[C:10]2[N:9]3[CH2:11][CH2:12][NH:13][C:14](=[O:15])[C:8]3=[C:7]([CH3:16])[C:6]=2[CH:5]=[C:4]([Cl:17])[CH:3]=1.[F:18][C:19]1[N:24]=[CH:23][C:22](B(O)O)=[CH:21][CH:20]=1>>[Cl:17][C:4]1[CH:3]=[C:2]([C:22]2[CH:23]=[N:24][C:19]([F:18])=[CH:20][CH:21]=2)[C:10]2[N:9]3[CH2:11][CH2:12][NH:13][C:14](=[O:15])[C:8]3=[C:7]([CH3:16])[C:6]=2[CH:5]=1. Reported procedure: The title compound, light yellow solid (74 mg, 90%), MS (ISP) m/z=330.5 [(M+H)+], mp 270° C., was prepared in accordance with the general method of example 1 from 6-bromo-8-chloro-10-methyl-3,4-dihydro-2H-pyrazino[1,2-a]indol-1-one (intermediate 12) (78.4 mg, 0.25 mmol) and commercially available 6-fluoro-pyridin-3-ylboronic acid (45.8 mg, 0.325 mmol). Reactants: C(CCCCCCCCC=C)I (undecylenyl iodide), C=CCCCCCCCCCCCCCCCCCC (eicosene), [Cl-].C(C)[Al+]CC (diethyl aluminum chloride), solution, TiCl3, CO (Methanol). Run in C1(=CC=CC=C1)C (toluene), C1(=CC=CC=C1)C (toluene). Run at temperature 25 celsius, time 16 hour. Yields the product C(CCCCCCCCC=C)I.C=CCCCCCCCCCCCCCCCCCC (Undecylenyl Iodide Eicosene). Isolated yield 62.6%. RXN SMILES: [CH2:1]([I:12])[CH2:2][CH2:3][CH2:4][CH2:5][CH2:6][CH2:7][CH2:8][CH2:9][CH:10]=[CH2:11].[CH2:13]=[CH:14][CH2:15][CH2:16][CH2:17][CH2:18][CH2:19][CH2:20][CH2:21][CH2:22][CH2:23][CH2:24][CH2:25][CH2:26][CH2:27][CH2:28][CH2:29][CH2:30][CH2:31][CH3:32].[Cl-].C([Al+]CC)C.CO>C1(C)C=CC=CC=1>[CH2:1]([I:12])[CH2:2][CH2:3][CH2:4][CH2:5][CH2:6][CH2:7][CH2:8][CH2:9][CH:10]=[CH2:11].[CH2:13]=[CH:14][CH2:15][CH2:16][CH2:17][CH2:18][CH2:19][CH2:20][CH2:21][CH2:22][CH2:23][CH2:24][CH2:25][CH2:26][CH2:27][CH2:28][CH2:29][CH2:30][CH2:31][CH3:32] |f:2.3,6.7|. Reported procedure: To a glass screw top jar were added undecylenyl iodide (5 grams), toluene solvent (30 grams) and eicosene (5 grams, Aldrich Chemical). Under argon atmosphere were added diethyl aluminum chloride (10 milliliters of a 1.8 molar solution in toluene) and 0.5 teaspoon of TiCl3 --AA (available from Alfa, about 2 grams). Two additional charges of both catalysts were added in 90 minute intervals and then the reaction mixture was stirred for 16 hours at 25° C. Methanol was added and the mixture was preci...